Dataset: the Open Reaction Database (ORD), a public repository of structured organic reaction records. Task: describe an organic reaction: reactants, conditions, products, and yield The reactants are FC(C1=C(C=CC(=C1)C(F)(F)F)C(C)=O)(F)F (1-[2,4-bis(trifluoromethyl)phenyl]ethanone), BrCC(=O)C1=C(C=CC(=C1)Cl)Cl (2-bromo-1-(2,5-dichlorophenyl)ethanone). Product: FC(C1=C(C=CC(=C1)C(F)(F)F)C(CBr)=O)(F)F (1-[2,4-bis(trifluoromethyl)phenyl]-2-bromoethanone). The yield is 63.0%. RXN SMILES: [F:1][C:2]([F:17])([F:16])[C:3]1[CH:8]=[C:7]([C:9]([F:12])([F:11])[F:10])[CH:6]=[CH:5][C:4]=1[C:13](=[O:15])[CH3:14].[Br:18]CC(C1C=C(Cl)C=CC=1Cl)=O>>[F:1][C:2]([F:16])([F:17])[C:3]1[CH:8]=[C:7]([C:9]([F:10])([F:11])[F:12])[CH:6]=[CH:5][C:4]=1[C:13](=[O:15])[CH2:14][Br:18]. Reported procedure: This compound was prepared from 1-[2,4-bis(trifluoromethyl)phenyl]ethanone (5.0 g, 19.52 mmol) in the manner described for 2-bromo-1-(2,5-dichlorophenyl)ethanone, affording 4.12 g (63%) of a white solid. 1H-NMR (DMSO-d6) δ 8.28 to 8.16 (m, 3H), 4.98 (s, 2H); Starting materials: NC=1C=CC(=NC1)OC(N(C1=CC=CC=C1)C)=O (methyl-phenyl-carbamic acid 5-amino-pyridin-2-yl ester), CC1(C(=O)OC(C1)=O)C (2,2-dimethylsuccinic anhydride). The solvent is ClCCl (dichloromethane). Product: CC(C(=O)O)(CC(=O)NC=1C=NC(=CC1)OC(N(C1=CC=CC=C1)C)=O)C (2,2-Dimethyl-N-[6-(methyl-phenyl-carbamoyloxy)-pyridin-3-yl]-succinamic acid). RXN SMILES: [NH2:1][C:2]1[CH:3]=[CH:4][C:5]([O:8][C:9](=[O:18])[N:10]([CH3:17])[C:11]2[CH:16]=[CH:15][CH:14]=[CH:13][CH:12]=2)=[N:6][CH:7]=1.[CH3:19][C:20]1([CH3:27])[CH2:25][C:24](=[O:26])[O:23][C:21]1=[O:22]>ClCCl>[CH3:19][C:20]([CH3:27])([CH2:25][C:24]([NH:1][C:2]1[CH:7]=[N:6][C:5]([O:8][C:9](=[O:18])[N:10]([CH3:17])[C:11]2[CH:16]=[CH:15][CH:14]=[CH:13][CH:12]=2)=[CH:4][CH:3]=1)=[O:26])[C:21]([OH:23])=[O:22]. Procedure: A solution of methyl-phenyl-carbamic acid 5-amino-pyridin-2-yl ester (0.49 g, 2.00 mmol) and 2,2-dimethylsuccinic anhydride (0.26 g, 2.00 mmol) in dichloromethane (10 mL) was stirred at room temperature overnight. Evaporation of the solvent in vacuo yielded the title compound. The reactants are C(C)OP(OCC)(=O)C(P(OCC)(OCC)=O)NC1=NC=C(C=C1)CCCBr ([(5-(3-bromopropyl)-2-pyridinyl)aminomethylene]bis[phosphonic acid] tetraethyl ester), C(C)(=S)[O-].[Na+] (sodium thioacetate). Solvent: CC(=O)C (acetone). Conditions: temperature 50 celsius, time 12 hour. Product: C(C)OP(OCC)(=O)C(P(OCC)(OCC)=O)NC1=NC=C(C=C1)CCCSC(C)=O ([(5-(3-Acetylthiopropyl)-2-pyridinyl)aminomethylene]bis[phosphonic acid] tetraethyl ester). Reaction SMILES: [CH2:1]([O:3][P:4]([CH:9]([NH:18][C:19]1[CH:24]=[CH:23][C:22]([CH2:25][CH2:26][CH2:27]Br)=[CH:21][N:20]=1)[P:10](=[O:17])([O:14][CH2:15][CH3:16])[O:11][CH2:12][CH3:13])(=[O:8])[O:5][CH2:6][CH3:7])[CH3:2].[C:29]([O-:32])(=[S:31])[CH3:30].[Na+]>CC(C)=O>[CH2:1]([O:3][P:4]([CH:9]([NH:18][C:19]1[CH:24]=[CH:23][C:22]([CH2:25][CH2:26][CH2:27][S:31][C:29](=[O:32])[CH3:30])=[CH:21][N:20]=1)[P:10](=[O:17])([O:14][CH2:15][CH3:16])[O:11][CH2:12][CH3:13])(=[O:8])[O:5][CH2:6][CH3:7])[CH3:2] |f:1.2|. Reported procedure: A solution of [(5-(3-bromopropyl)-2-pyridinyl)aminomethylene]bis[phosphonic acid] tetraethyl ester (5.0 mmol) is stirred in dry acetone (35 ml) and sodium thioacetate (5.2 mmol) is added. The mixture is stirred at 50° C. for 12 hours. After cooling to room temperature the solvent is removed under reduced pressure. The crude residue is dissolved in methylene chloride and washed with water. The organic layer is then dried and concentrated under reduced pressure. The desired product is purified by ...